From a dataset of the Open Reaction Database (ORD), a public repository of structured organic reaction records. describe an organic reaction: reactants, conditions, products, and yield Starting materials: C1CCOC1, COC(=O)c1cc2nccc(Oc3ccc([N+](=O)[O-])cc3F)c2s1, [K+], [OH-]. The product is O=C(O)c1cc2nccc(Oc3ccc([N+](=O)[O-])cc3F)c2s1. Reaction SMILES: [CH2:27]1[O:28][CH2:29][CH2:30][CH2:31]1.[F:1][c:2]1[c:3]([O:4][c:5]2[c:6]3[c:7]([n:8][cH:9][cH:10]2)[cH:11][c:12]([C:14](=[O:15])[O:16][CH3:17])[s:13]3)[cH:18][cH:19][c:20]([N+:22](=[O:23])[O-:24])[cH:21]1.[K+:26].[OH-:25]>>[F:1][c:2]1[c:3]([O:4][c:5]2[c:6]3[c:7]([n:8][cH:9][cH:10]2)[cH:11][c:12]([C:14](=[O:15])[OH:16])[s:13]3)[cH:18][cH:19][c:20]([N+:22](=[O:23])[O-:24])[cH:21]1. The reactants are SC1=NC=CN1C (2-mercapto-3-methylimidazole), C(CCC)[Li] (n-butyl lithium), O (water), FC(C1=C(C=O)C=CC=C1)(F)F (2-trifluoromethylbenzaldehyde). Run in C1CCOC1 (THF). Reaction conditions: time 3 hour. Product: OC1(CC=2N(C(=NC2)S)C)C(C=CC=C1)C(F)(F)F (4-(1-hydroxy-2'-trifluoromethylbenzyl)-2-mercapto-3-methylimidazole). Reaction SMILES: [SH:1][C:2]1[N:6]([CH3:7])[CH:5]=[CH:4][N:3]=1.C([Li])CCC.[F:13][C:14]([F:24])([F:23])[C:15]1[CH:22]=[CH:21][CH:20]=[CH:19][C:16]=1[CH:17]=O.[OH2:25]>C1COCC1>[OH:25][C:16]1([CH:19]=[CH:20][CH:21]=[CH:22][CH:15]1[C:14]([F:24])([F:23])[F:13])[CH2:17][C:5]1[N:6]([CH3:7])[C:2]([SH:1])=[N:3][CH:4]=1. Procedure details: To a solution of 2-mercapto-3-methylimidazole in dry THF (100 ml) at 0° C. was added an n-butyl lithium solution (2.5M, 35.1 ml) over 10 minutes. The mixture was allowed to warm to room temperature and stirred for 3 hours. A white solid formed during this time. The temperature was brought down to 0° C. and 2-trifluoromethylbenzaldehyde (7.63 g) was added slowly over 15 minutes. The color turned dark brown. After 30 minutes, water (4 ml) was added to quench the reaction. The mixture was allowed t... Reactants: CN(C)C=O, COC(=O)c1c[nH]cn1, CC(C)I, [H-], [Na+]. The product is COC(=O)c1cn(C(C)C)cn1. Reaction SMILES: [CH3:16][N:17]([CH3:18])[CH:19]=[O:20].[CH3:3][O:4][C:5](=[O:6])[c:7]1[n:8][cH:9][nH:10][cH:11]1.[CH:12]([CH3:13])([CH3:14])[I:15].[H-:1].[Na+:2]>>[CH3:3][O:4][C:5](=[O:6])[c:7]1[n:8][cH:9][n:10]([CH:12]([CH3:13])[CH3:14])[cH:11]1. Reactants: C1(=CC=CC=C1)C(N1CC(C1)OCC(=C)C)C1=CC=CC=C1 (1-(Diphenylmethyl)-3-[(2-methylprop-2-en-1-yl)oxy]azetidine), ClCCCl (1,2-dichloroethane), ClC(=O)OC(C)Cl (1-Chloroethyl chloroformate). Solvent: CO (methanol). Reaction conditions: temperature 70 celsius, time 1.5 hour. The product is Cl.CC(COC1CNC1)=C (3-[(2-Methylprop-2-en-1-yl)oxy]azetidine hydrochloride). RXN SMILES: C1(C(C2C=CC=CC=2)[N:8]2[CH2:11][CH:10]([O:12][CH2:13][C:14]([CH3:16])=[CH2:15])[CH2:9]2)C=CC=CC=1.[Cl:23]CCCl.ClC(OC(Cl)C)=O>CO>[ClH:23].[CH3:16][C:14](=[CH2:15])[CH2:13][O:12][CH:10]1[CH2:11][NH:8][CH2:9]1 |f:4.5|. Reported procedure: A 16 mL flask was charged with 1-(diphenylmethyl)-3-[(2-methylprop-2-en-1-yl)oxy]azetidine (276 mg, 0.94 mmol; which may be prepared as described in Step 1) and 1,2-dichloroethane (4.1 mL). 1-Chloroethyl chloroformate (135 μL, 1.24 mmol) was added and the reaction mixture was stirred at 70° C. for 1.5 h. After cooling to room temperature, methanol (4.1 mL) was added and the reaction mixture was stirred at 70° C. for 1.5 h. The reaction mixture was concentrated to dryness and the residue was trit... Reactants: CO.O (methanol H2O), CCOCC (ether), [H-].C(C(C)C)[Al+]CC(C)C (diisobutylaluminum hydride), COCCOCOCCCCCCCC/C=C/C(=O)OCC (Ethyl (E)-11-(methoxyethoxymethoxy)-2-undecenoate), [H-].C(C(C)C)[Al+]CC(C)C (DIBAH). Solvent: C1CCOC1 (THF). Reaction conditions: time 2 hour. Product: COCCOCOCCCCCCCC/C=C/CO ((E)-11(methoxyethoxymethoxy)-2-undecen-1-ol). Reaction SMILES: [H-].C([Al+]CC(C)C)C(C)C.[CH3:11][O:12][CH2:13][CH2:14][O:15][CH2:16][O:17][CH2:18][CH2:19][CH2:20][CH2:21][CH2:22][CH2:23][CH2:24][CH2:25]/[CH:26]=[CH:27]/[C:28](OCC)=[O:29].CO.O.CCOCC>C1COCC1>[CH3:11][O:12][CH2:13][CH2:14][O:15][CH2:16][O:17][CH2:18][CH2:19][CH2:20][CH2:21][CH2:22][CH2:23][CH2:24][CH2:25]/[CH:26]=[CH:27]/[CH2:28][OH:29] |f:0.1,3.4|. Reported procedure: 2 mmol of diisobutylaluminum hydride (DIBAH) (1.2 molar solution in toluene) are added with exclusion of moisture to a solution of 1 mmol of 3 in 20 ml of THF (abs.) at such a rate that the temperature does not exceed 40° C. The mixture is stirred at room temperature for 2 hours. Excess DIBAH is carefully hydrolyzed by means of methanol/H2O, the mixture is stirred for 20 minutes, and ether is added. The precipitate is filtered off with suction and washed several times with ether. The solution is... Reactants: FC1=C(CO)C=C(C=C1)O (2-fluoro-5-hydroxybenzyl alcohol), C(C=C)Br (allyl bromide), ClC(=O)N1[C@H](CN(C[C@H]1C)C(=O)OC(C)(C)C)C (1-chlorocarbonyl-cis-2,6-dimethyl-4-tert-butoxycarbonylpiperazine). Yields the product C[C@@H]1N([C@@H](CNC1)C)C(=O)OCC1=C(C=CC(=C1)OCC=C)F (2-Fluoro-5-(2-propenyl)oxybenzyl cis-2,6-dimethylpiperazine-1-carboxylate), product. The yield is 8.4%. As a reaction SMILES: [F:1][C:2]1[CH:9]=[CH:8][C:7]([OH:10])=[CH:6][C:3]=1[CH2:4][OH:5].[CH2:11](Br)[CH:12]=[CH2:13].Cl[C:16]([N:18]1[C@H:23]([CH3:24])[CH2:22][N:21](C(OC(C)(C)C)=O)[CH2:20][C@@H:19]1[CH3:32])=[O:17]>>[CH3:24][C@H:23]1[CH2:22][NH:21][CH2:20][C@@H:19]([CH3:32])[N:18]1[C:16]([O:5][CH2:4][C:3]1[CH:6]=[C:7]([O:10][CH2:13][CH:12]=[CH2:11])[CH:8]=[CH:9][C:2]=1[F:1])=[O:17]. Procedure details: 2-Fluoro-5-(2-propenyl)oxybenzyl cis-2,6-dimethylpiperazine-1-carboxylate was prepared from 2-fluoro-5-hydroxybenzyl alcohol, allyl bromide and 1-chlorocarbonyl-cis-2,6-dimethyl-4-tert-butoxycarbonylpiperazine according to the methods described for Examples 54 and 121 to give the product as a yellow oil (8.4%); HPLC (XTERRA, 50/80, 220 nm) 95.7% (2.87 min); NMR δH (400 MHz, DMSO-d6) 1.183(6H, d, J 6.5 Hz), 2.673(4H, m), 3.294(2H, bs), 3.910(2H, m), 4.572(2H, m), 5.078(2H, s), 5.252(1H, m), 5.371...